Dataset: the Open Reaction Database (ORD), a public repository of structured organic reaction records. Task: describe an organic reaction: reactants, conditions, products, and yield Reactants: C1CCOC1, CCN(C(C)C)C(C)C, Cc1nc2c(o1)c(C(=O)O)cc1nc(Nc3c(Cl)cccc3Cl)[nH]c12, O=C(Cl)C(=O)Cl, CC(C)(C#N)c1ccc(N)cc1. Product: Cc1nc2c(o1)c(C(=O)Nc1ccc(C(C)(C)C#N)cc1)cc1nc(Nc3c(Cl)cccc3Cl)[nH]c12. RXN SMILES: [CH2:53]1[O:54][CH2:55][CH2:56][CH2:57]1.[CH:44]([N:45]([CH2:46][CH3:47])[CH:48]([CH3:49])[CH3:50])([CH3:51])[CH3:52].[Cl:1][c:2]1[c:3]([NH:9][c:10]2[n:11][c:12]3[cH:13][c:14]([C:23](=[O:24])[OH:25])[c:15]4[c:16]([n:17][c:18]([CH3:20])[o:19]4)[c:21]3[nH:22]2)[c:4]([Cl:8])[cH:5][cH:6][cH:7]1.[Cl:26][C:27]([C:28]([Cl:29])=[O:30])=[O:31].[NH2:32][c:33]1[cH:34][cH:35][c:36]([C:39]([C:40]#[N:41])([CH3:42])[CH3:43])[cH:37][cH:38]1>>[Cl:1][c:2]1[c:3]([NH:9][c:10]2[n:11][c:12]3[cH:13][c:14]([C:23](=[O:25])[NH:32][c:33]4[cH:34][cH:35][c:36]([C:39]([C:40]#[N:41])([CH3:42])[CH3:43])[cH:37][cH:38]4)[c:15]4[c:16]([n:17][c:18]([CH3:20])[o:19]4)[c:21]3[nH:22]2)[c:4]([Cl:8])[cH:5][cH:6][cH:7]1.